From a dataset of the Open Reaction Database (ORD), a public repository of structured organic reaction records. describe an organic reaction: reactants, conditions, products, and yield Procedure: Palmitic acid methyl ester (2.00 g; 7.40 mmol) was combined with poly(ethylene glycol) (PEG-12) monomethyl ether 550 (4.41 g; 7.40 mmol; 1.0 equiv) having an average molecular weight of 596 (available from Sigma-Aldrich Chemical Company) in a 40-milliliter vial equipped with a magnetic stir bar. Immobilized Candida antarctica lipase B immobilized on a porous fluoropolymer support as described in US published Patent Application 2012/0040395 was added to the flask in an amount of 0.13 grams, (2 wt... Starting materials: COC(CCCCCCCCCCCCCCC)=O (Palmitic acid methyl ester), fluoropolymer, poly(ethylene glycol), COC (monomethyl ether). As a reaction SMILES: C[O:2][C:3](=[O:19])[CH2:4][CH2:5][CH2:6][CH2:7][CH2:8][CH2:9][CH2:10][CH2:11][CH2:12][CH2:13][CH2:14][CH2:15][CH2:16][CH2:17][CH3:18].[CH3:20][O:21][CH3:22]>>[C:3]([OH:19])(=[O:2])[CH2:4][CH2:5][CH2:6][CH2:7][CH2:8][CH2:9][CH2:10][CH2:11][CH2:12][CH2:13][CH2:14][CH2:15][CH2:16][CH2:17][CH3:18].[CH3:20][O:21][CH3:22] |f:2.3|. Conditions: temperature 65 celsius, time 3 hour. The product is C(CCCCCCCCCCCCCCC)(=O)O.COC (Methylether Palmitate). Reactants: BrC1=CNC2=C(C=CC=C12)C(=O)OCC (ethyl 3-bromoindole-7-carboxylate), C(#N)[Cu] (CuCN). Solvent: CN1CCCC1=O (NMP). Reaction conditions: temperature 120 celsius, time 3 hour. Yields the product C(#N)C1=CNC2=C(C=CC=C12)C(=O)O (3-cyanoindole-7-carboxylic acid). RXN SMILES: Br[C:2]1[C:10]2[C:5](=[C:6]([C:11]([O:13]CC)=[O:12])[CH:7]=[CH:8][CH:9]=2)[NH:4][CH:3]=1.[C:16]([Cu])#[N:17]>CN1C(=O)CCC1>[C:16]([C:2]1[C:10]2[C:5](=[C:6]([C:11]([OH:13])=[O:12])[CH:7]=[CH:8][CH:9]=2)[NH:4][CH:3]=1)#[N:17]. Procedure: 7 g of ethyl 3-bromoindole-7-carboxylate are dissolved in 70 g of NMP, and 4 g of CuCN are added. The mixture is heated to 100-140° C. with stirring. After 3 hours, the mixture is subjected to conventional work-up, giving 3-cyanoindole-7-carboxylic acid. Starting materials: BrCC1=C(C(N=C(N1)C=1SC=CN1)C1=C(C=C(C=C1)Cl)Cl)C(=O)OCC (Ethyl 6-(bromomethyl)-4-(2,4-dichlorophenyl)-2-(thiazol-2-yl)-1,4-dihydropyrimidine-5-carboxylate), N1[C@@H](COCC1)C(=O)O ((S)-morpholine-3-carboxylic acid). The product is ClC1=C(C=CC(=C1)Cl)C1C(=C(NC(=N1)C=1SC=CN1)CN1[C@@H](COCC1)C(=O)O)C(=O)OCC ((3S)-4-((6-(2,4-dichlorophenyl)-5-(ethoxycarbonyl)-2-(thiazol-2-yl)-3,6-dihydropyrimidin-4-yl)methyl)morpholine-3-carboxylic acid). Yield: 80.2%. RXN SMILES: Br[CH2:2][C:3]1[NH:8][C:7]([C:9]2[S:10][CH:11]=[CH:12][N:13]=2)=[N:6][CH:5]([C:14]2[CH:19]=[CH:18][C:17]([Cl:20])=[CH:16][C:15]=2[Cl:21])[C:4]=1[C:22]([O:24][CH2:25][CH3:26])=[O:23].[NH:27]1[CH2:32][CH2:31][O:30][CH2:29][C@H:28]1[C:33]([OH:35])=[O:34]>>[Cl:21][C:15]1[CH:16]=[C:17]([Cl:20])[CH:18]=[CH:19][C:14]=1[CH:5]1[N:6]=[C:7]([C:9]2[S:10][CH:11]=[CH:12][N:13]=2)[NH:8][C:3]([CH2:2][N:27]2[CH2:32][CH2:31][O:30][CH2:29][C@H:28]2[C:33]([OH:35])=[O:34])=[C:4]1[C:22]([O:24][CH2:25][CH3:26])=[O:23]. Procedure: Ethyl 6-(bromomethyl)-4-(2,4-dichlorophenyl)-2-(thiazol-2-yl)-1,4-dihydropyrimidine-5-carboxylate (1.6 g, 3.37 mmol) was reacted with (S)-morpholine-3-carboxylic acid (0.44 g, 3.37 mmol) according to the procedure as described in Example 28 to give the title compound as a yellow solid (1.42 g, 80%). The compound was characterized by the following spectroscopic data: Starting materials: BrC1=CC(=NC=C1)C1=N[C@]2(CC1)C(N(CC2)C)=O ((5S)-2-(4-bromo-2-pyridyl)-7-methyl-1,7-diazaspiro[4.4]non-1-en-6-one), FC(C1=CC=C(C=C1)B(O)O)(F)F ([4-(trifluoromethyl)-phenyl]boronic acid), C([O-])([O-])=O.[Na+].[Na+] (sodium carbonate). The reagents and catalysts are C1([P]([Pd][P](C2=CC=CC=C2)(C3=CC=CC=C3)C4=CC=CC=C4)(C5=CC=CC=C5)C6=CC=CC=C6)=CC=CC=C1 (bis(triphenylphosphine)palladium). Solvent: CC#N (MeCN), O (water). Conditions: temperature 120 celsius. The product is CN1C([C@]2(CCC(=N2)C2=NC=CC(=C2)C2=CC=C(C=C2)C(F)(F)F)CC1)=O ((5S)-7-Methyl-2-[4-[4-(trifluoromethyl)phenyl]-2-pyridyl]-1,7-diazaspiro[4.4]non-1-en-6-one). The yield is 89.6%. Reaction SMILES: Br[C:2]1[CH:7]=[CH:6][N:5]=[C:4]([C:8]2[CH2:12][CH2:11][C@@:10]3([CH2:16][CH2:15][N:14]([CH3:17])[C:13]3=[O:18])[N:9]=2)[CH:3]=1.[F:19][C:20]([F:31])([F:30])[C:21]1[CH:26]=[CH:25][C:24](B(O)O)=[CH:23][CH:22]=1.C(=O)([O-])[O-].[Na+].[Na+]>CC#N.O.C1(C=CC=CC=1)[P](C1C=CC=CC=1)(C1C=CC=CC=1)[Pd][P](C1C=CC=CC=1)(C1C=CC=CC=1)C1C=CC=CC=1>[CH3:17][N:14]1[CH2:15][CH2:16][C@:10]2([N:9]=[C:8]([C:4]3[CH:3]=[C:2]([C:24]4[CH:25]=[CH:26][C:21]([C:20]([F:31])([F:30])[F:19])=[CH:22][CH:23]=4)[CH:7]=[CH:6][N:5]=3)[CH2:12][CH2:11]2)[C:13]1=[O:18] |f:2.3.4,^1:47,61|. Procedure: To a solution of (5S)-2-(4-bromo-2-pyridyl)-7-methyl-1,7-diazaspiro[4.4]non-1-en-6-one (which may be prepared as described in Description 3) (640 mg, 2.0768 mmol) in MeCN (8 mL) and water (1 mL) in a Smith microwave vessel was added [4-(trifluoromethyl)-phenyl]boronic acid (394.44 mg, 2.0768 mmol), bis(triphenylphosphine)palladium (II) dichloride (60 mg, 0.0855 mmol) and sodium carbonate (484.26 mg, 4.5689 mmol). The reaction vessel was sealed and purged with nitrogen. The reaction mixture was h... The reactants are CN(C)C1=NC=CC=C1 (dimethylaminopyridine), C[Si](C)(C)N=C=O (trimethylsilyl isocyanate), C(Cl)Cl (methylene chloride), FC1=CC=C(OC2=CC3=C(NC(=N3)C3=NC=CC=C3)C=C2C2NCCC2)C=C1 (5-(4-fluoro-phenoxy)-2-pyridin-2-yl-6-pyrrolidin-2-yl-1H-benzimidazole). Run in O (Water). Run at time 8 hour. The product is FC1=CC=C(OC=2C(=CC3=C(N=C(N3)C3=NC=CC=C3)C2)C2N(CCC2)C(=O)N)C=C1 (2-(6-(4-fluoro-phenoxy)-2-pyridin-2-yl-3H-benzimidazol-5-yl)-pyrrolidine-1-carboxamide). Reaction SMILES: CN(C1C=CC=CN=1)C.C[Si]([N:14]=[C:15]=[O:16])(C)C.C(Cl)Cl.[F:20][C:21]1[CH:47]=[CH:46][C:24]([O:25][C:26]2[C:40]([CH:41]3[CH2:45][CH2:44][CH2:43][NH:42]3)=[CH:39][C:29]3[NH:30][C:31]([C:33]4[CH:38]=[CH:37][CH:36]=[CH:35][N:34]=4)=[N:32][C:28]=3[CH:27]=2)=[CH:23][CH:22]=1>O>[F:20][C:21]1[CH:22]=[CH:23][C:24]([O:25][C:26]2[C:40]([CH:41]3[CH2:45][CH2:44][CH2:43][N:42]3[C:15]([NH2:14])=[O:16])=[CH:39][C:29]3[NH:30][C:31]([C:33]4[CH:38]=[CH:37][CH:36]=[CH:35][N:34]=4)=[N:32][C:28]=3[CH:27]=2)=[CH:46][CH:47]=1. Procedure: 2 mg of dimethylaminopyridine and 0.059 ml of trimethylsilyl isocyanate were added in order to a methylene chloride (1 ml) solution of 31.2 mg of 5-(4-fluoro-phenoxy)-2-pyridin-2-yl-6-pyrrolidin-2-yl-1H-benzimidazole obtained in Example 168, and the reaction liquid was stirred overnight at room temperature. Water was added to the reaction liquid, and extracted with ethyl acetate, and then washed with saturated saline. After dried and concentrated, the resulting residue was purified through rever... The reactants are [Br-], ClCCCBr, CC(C)(C)c1nc(C2CC2)cc(N2CCNCC2)n1, Cc1ccccc1, CCCC[N+](CCCC)(CCCC)CCCC, [Na+], [OH-], O. Yields the product CC(C)(C)c1nc(C2CC2)cc(N2CCN(CCCCl)CC2)n1. RXN SMILES: [Br-:35].[Br:20][CH2:21][CH2:22][CH2:23][Cl:24].[C:1]([CH3:2])([CH3:3])([CH3:4])[c:5]1[n:6][c:7]([CH:17]2[CH2:18][CH2:19]2)[cH:8][c:9]([N:11]2[CH2:12][CH2:13][NH:14][CH2:15][CH2:16]2)[n:10]1.[CH3:28][c:29]1[cH:30][cH:31][cH:32][cH:33][cH:34]1.[CH3:36][CH2:37][CH2:38][CH2:39][N+:40]([CH2:41][CH2:42][CH2:43][CH3:44])([CH2:45][CH2:46][CH2:47][CH3:48])[CH2:49][CH2:50][CH2:51][CH3:52].[Na+:26].[OH-:25].[OH2:27]>>[C:1]([CH3:2])([CH3:3])([CH3:4])[c:5]1[n:6][c:7]([CH:17]2[CH2:18][CH2:19]2)[cH:8][c:9]([N:11]2[CH2:12][CH2:13][N:14]([CH2:21][CH2:22][CH2:23][Cl:24])[CH2:15][CH2:16]2)[n:10]1.